This data is from the Open Reaction Database (ORD), a public repository of structured organic reaction records. The task is: describe an organic reaction: reactants, conditions, products, and yield Reactants: ClC1=C(C=CC(=C1)Cl)C1=C(C=CC(=C1)F)[N+](=O)[O-] (2-(2,4-dichlorophenyl)-4-fluoro-1-nitrobenzene), NC1=C(C=CC(=N1)NCCNC)[N+](=O)[O-] ((6-amino-5-nitro(2-pyridyl))[2-(methylamino)ethyl]amine), C(C)(C)N(C(C)C)CC (N,N-diisopropylethylamine). The solvent is C(C)#N (acetonitrile). Conditions: temperature 85 celsius. The product is ClC1=C(C=CC(=C1)Cl)C1=CC(=CC=C1[N+](=O)[O-])N(CCNC1=CC=C(C(=N1)N)[N+](=O)[O-])C (N˜6˜-{2-[(2′,4′-dichloro-6-nitro-1,1′-biphenyl-3-yl)(methyl)amino]ethyl}-3-nitropyridine-2,6-diamine). Yield: 36.0%. Reaction SMILES: [Cl:1][C:2]1[CH:7]=[C:6]([Cl:8])[CH:5]=[CH:4][C:3]=1[C:9]1[CH:14]=[C:13](F)[CH:12]=[CH:11][C:10]=1[N+:16]([O-:18])=[O:17].[NH2:19][C:20]1[N:25]=[C:24]([NH:26][CH2:27][CH2:28][NH:29][CH3:30])[CH:23]=[CH:22][C:21]=1[N+:31]([O-:33])=[O:32].C(N(CC)C(C)C)(C)C>C(#N)C>[Cl:1][C:2]1[CH:7]=[C:6]([Cl:8])[CH:5]=[CH:4][C:3]=1[C:9]1[C:10]([N+:16]([O-:18])=[O:17])=[CH:11][CH:12]=[C:13]([N:29]([CH3:30])[CH2:28][CH2:27][NH:26][C:24]2[N:25]=[C:20]([NH2:19])[C:21]([N+:31]([O-:33])=[O:32])=[CH:22][CH:23]=2)[CH:14]=1. Procedure details: To 10 mgs of 2-(2,4-dichlorophenyl)-4-fluoro-1-nitrobenzene in acetonitrile was added 10 mgs of (6-amino-5-nitro(2-pyridyl))[2-(methylamino)ethyl]amine and 7 μl of N,N-diisopropylethylamine, and the mixture was heated to 85° C. over-night. After an aqueous work up the crude was purified on a silica gel column with 30% acetone in hexane as the eluent to give 6 mgs of N˜6˜-{2-[(2′,4′-dichloro-6-nitro-1,1′-biphenyl-3-yl)(methyl)amino]ethyl}-3-nitropyridine-2,6-diamine.